Dataset: the Open Reaction Database (ORD), a public repository of structured organic reaction records. Task: describe an organic reaction: reactants, conditions, products, and yield The reactants are O=C(NCc1ccccc1)Nc1nc(C(=O)O)cs1, CCOC(=O)CN, Cl. Product: CCOC(=O)CNC(=O)c1csc(NC(=O)NCc2ccccc2)n1. As a reaction SMILES: [CH2:1]([c:2]1[cH:3][cH:4][cH:5][cH:6][cH:7]1)[NH:8][C:9]([NH:10][c:11]1[s:12][cH:13][c:14]([C:16](=[O:17])[OH:18])[n:15]1)=[O:19].[CH2:21]([CH3:22])[O:23][C:24]([CH2:25][NH2:26])=[O:27].[ClH:20]>>[CH2:1]([c:2]1[cH:3][cH:4][cH:5][cH:6][cH:7]1)[NH:8][C:9]([NH:10][c:11]1[s:12][cH:13][c:14]([C:16](=[O:18])[NH:26][CH2:25][C:24]([O:23][CH2:21][CH3:22])=[O:27])[n:15]1)=[O:19].